This data is from the Open Reaction Database (ORD), a public repository of structured organic reaction records. The task is: describe an organic reaction: reactants, conditions, products, and yield Starting materials: COC(=O)c1cc([N+](=O)[O-])n(C(=O)OC(C)(C)C)n1, [H][H]. Yields the product COC(=O)c1cc(N)n(C(=O)OC(C)(C)C)n1. Reaction SMILES: [C:1]([CH3:2])([CH3:3])([CH3:4])[O:5][C:6](=[O:7])[n:8]1[n:9][c:10]([C:16](=[O:17])[O:18][CH3:19])[cH:11][c:12]1[N+:13]([O-:14])=[O:15].[H:20][H:21]>>[C:1]([CH3:2])([CH3:3])([CH3:4])[O:5][C:6](=[O:7])[n:8]1[n:9][c:10]([C:16](=[O:17])[O:18][CH3:19])[cH:11][c:12]1[NH2:13].